From a dataset of the Open Reaction Database (ORD), a public repository of structured organic reaction records. describe an organic reaction: reactants, conditions, products, and yield Reactants: N[C@@H](CO)C(=O)O (serine), [Br-].[Li+] (lithium bromide), C(C1=CC=CC=C1)Br (benzyl bromide). Run in CN1C(CCC1)=O (N-methylpyrrolidinone). The product is NC(C(=O)OCC1=CC=CC=C1)CO (benzyl α-amino-β-hydroxypropionate). As a reaction SMILES: [NH2:1][C@H:2]([C:5]([OH:7])=[O:6])[CH2:3][OH:4].[Br-].[Li+].[CH2:10](Br)[C:11]1[CH:16]=[CH:15][CH:14]=[CH:13][CH:12]=1>CN1CCCC1=O>[NH2:1][CH:2]([CH2:3][OH:4])[C:5]([O:7][CH2:10][C:11]1[CH:16]=[CH:15][CH:14]=[CH:13][CH:12]=1)=[O:6] |f:1.2|. Procedure details: In a similar manner 1.09 grams (0.0105 mole) of serine, 1.76 grams (0.02 mole) of lithium bromide, 2.02 grams (0.0118 mole) of benzyl bromide and 16 grams of N-methylpyrrolidinone were stirred together at 25° C. for 16 hours and at 50° C. for 3 hours to obtain the desired benzyl α-amino-β-hydroxypropionate product. High pressure liquid chromatographic assay indicated a 86 percent yield of the desired product. The reactants are BrC1=CC2=C(C(C(O2)C(C2=C(C=C(C=C2)Cl)Cl)=O)=O)C=C1 (6-Bromo-2-(2,4-dichloro-benzoyl)-benzofuran-3-one), S(=O)(=O)(OC)OC (dimethyl sulfate), C([O-])([O-])=O.[Cs+].[Cs+] (cesium carbonate). Run in CC(=O)C (acetone). Product: BrC1=CC2=C(C(=C(O2)C(=O)C2=C(C=C(C=C2)Cl)Cl)OC)C=C1 ((6-Bromo-3-methoxybenzofuran2yl) (2,4-dichloro-phenyl)-methanone). Isolated yield 27.8%. RXN SMILES: [Br:1][C:2]1[CH:21]=[CH:20][C:5]2[C:6](=[O:19])[CH:7]([C:9](=[O:18])[C:10]3[CH:15]=[CH:14][C:13]([Cl:16])=[CH:12][C:11]=3[Cl:17])[O:8][C:4]=2[CH:3]=1.S(OC)(O[CH3:26])(=O)=O.C(=O)([O-])[O-].[Cs+].[Cs+]>CC(C)=O>[Br:1][C:2]1[CH:21]=[CH:20][C:5]2[C:6]([O:19][CH3:26])=[C:7]([C:9]([C:10]3[CH:15]=[CH:14][C:13]([Cl:16])=[CH:12][C:11]=3[Cl:17])=[O:18])[O:8][C:4]=2[CH:3]=1 |f:2.3.4|. Procedure details: To a solution of 6-Bromo-2-(2,4-dichloro-benzoyl)-benzofuran-3-one (3.30 g, 8.55 mmol) in acetone (50 mL) was added dimethyl sulfate (1.19 g, 9.40 mmol) and cesium carbonate (4.18 g, 12.82 mmol). The resulting mixture was heated at 50 deg for 6 hours at which time the reaction mixture was concentrated via rotary evaporation. The resulting mixture was taken up in EtOAc and washed twice with water and one time with a saturated sodium carbonate solution. The organic portion was dried over MgSO4 and... Product: CNCc1oc2ccccc2c1C(C)C. Reaction SMILES: [BH4-:20].[CH3:15][NH2:16].[CH3:17][CH2:18][OH:19].[CH3:22][OH:23].[CH:1]([CH3:2])([CH3:3])[c:4]1[c:5]([CH:13]=[O:14])[o:6][c:7]2[c:8]1[cH:9][cH:10][cH:11][cH:12]2.[Na+:21]>>[CH:1]([CH3:2])([CH3:3])[c:4]1[c:5]([CH2:13][NH:16][CH3:15])[o:6][c:7]2[c:8]1[cH:9][cH:10][cH:11][cH:12]2. The reactants are [BH4-], CN, CCO, CO, CC(C)c1c(C=O)oc2ccccc12, [Na+].